describe an organic reaction: reactants, conditions, products, and yield From a dataset of the Open Reaction Database (ORD), a public repository of structured organic reaction records. Reactants: ice water, BrC(C(SC1=C(C=CC=C1Cl)Cl)(F)F)(F)F (2-(2-bromo-1,1,2,2-tetrafluoroethylthio)-1,3-dichlorobenzene), F[B-](F)(F)F.O=[N+]=O (nitronium tetrafluoroborate), F[B-](F)(F)F.O=[N+]=O (nitronium tetrafluoroborate). Reaction conditions: temperature 100 celsius, time 14 hour. The product is BrC(C(SC1=C(C=C(C=C1Cl)[N+](=O)[O-])Cl)(F)F)(F)F (4-(2-bromo-1,1,2,2-tetrafluoroethylthio)-3,5-dichloronitrobenzene). The yield is 38.8%. RXN SMILES: [Br:1][C:2]([F:16])([F:15])[C:3]([F:14])([F:13])[S:4][C:5]1[C:10]([Cl:11])=[CH:9][CH:8]=[CH:7][C:6]=1[Cl:12].F[B-](F)(F)F.[O:22]=[N+:23]=[O:24]>>[Br:1][C:2]([F:15])([F:16])[C:3]([F:13])([F:14])[S:4][C:5]1[C:6]([Cl:12])=[CH:7][C:8]([N+:23]([O-:24])=[O:22])=[CH:9][C:10]=1[Cl:11] |f:1.2|. Procedure details: A stirred mixture of 30.5 g (0.085 mole) 2-(2-bromo-1,1,2,2-tetrafluoroethylthio)-1,3-dichlorobenzene and 13.3 g (0.10 mole) nitronium tetrafluoroborate (0.5M in sulfone) was heated at 100° C. for approximately 18 hours. An additional 4.0 g of nitronium tetrafluoroborate (solid) was added to the reaction mixture and heating was continued for 14 hours. The mixture was cooled and poured into 200 g of ice water. The resultant mixture was extracted with four 100 ml portions of methylene chloride and... Reactants: CCN(C(C)C)C(C)C, O=S(=O)(CCCCCCBr)NC1CC1, Clc1cccc(C(c2ccccc2)N2CCNCC2)c1. Yields the product O=S(=O)(CCCCCCN1CCN(C(c2ccccc2)c2cccc(Cl)c2)CC1)NC1CC1. RXN SMILES: [CH2:35]([N:36]([CH:37]([CH3:38])[CH3:39])[CH:40]([CH3:41])[CH3:42])[CH3:43].[CH:21]1([NH:24][S:25](=[O:26])(=[O:27])[CH2:28][CH2:29][CH2:30][CH2:31][CH2:32][CH2:33][Br:34])[CH2:22][CH2:23]1.[Cl:1][c:2]1[cH:3][c:4]([CH:8]([N:9]2[CH2:10][CH2:11][NH:12][CH2:13][CH2:14]2)[c:15]2[cH:16][cH:17][cH:18][cH:19][cH:20]2)[cH:5][cH:6][cH:7]1>>[Cl:1][c:2]1[cH:3][c:4]([CH:8]([N:9]2[CH2:10][CH2:11][N:12]([CH2:33][CH2:32][CH2:31][CH2:30][CH2:29][CH2:28][S:25]([NH:24][CH:21]3[CH2:22][CH2:23]3)(=[O:26])=[O:27])[CH2:13][CH2:14]2)[c:15]2[cH:16][cH:17][cH:18][cH:19][cH:20]2)[cH:5][cH:6][cH:7]1.